From a dataset of the Open Reaction Database (ORD), a public repository of structured organic reaction records. describe an organic reaction: reactants, conditions, products, and yield Reagents/catalysts: C=1C=CC(=CC1)[P](C=2C=CC=CC2)(C=3C=CC=CC3)[Pd]([P](C=4C=CC=CC4)(C=5C=CC=CC5)C=6C=CC=CC6)([P](C=7C=CC=CC7)(C=8C=CC=CC8)C=9C=CC=CC9)[P](C=1C=CC=CC1)(C=1C=CC=CC1)C=1C=CC=CC1 (Pd(PPh3)4). Yields the product OC(CC(C)C)C1=C(SC=2N(C(N(C(C21)=O)CCCOC2OCCCC2)=O)C)C2=CC(=CC=C2)OC(F)(F)F (5-(1-hydroxy-3-methylbutyl)-1-methyl-3-(3-((tetrahydro-2H-pyran-2-yl)oxy)propyl)-6-(3-(trifluoromethoxy)phenyl)thieno[2,3-d]pyrimidine-2,4(1H,3H)-dione). The solvent is O1CCOCC1 (dioxane). Isolated yield 61.3%. Reaction conditions: temperature 85 celsius. Procedure details: To a solution of 6-bromo-5-(1-hydroxy-3-methylbutyl)-1-methyl-3-(3-((tetrahydro-2H-pyran-2-yl)oxy)propyl)thieno[2,3-d]pyrimidine-2,4(1H,3H)-dione (70 mg, 0.143 mmol) in dioxane (2 mL) was added (3-(trifluoromethoxy)phenyl)boronic acid (58.9 mg, 0.286 mmol), Pd(PPh3)4 (10 mg) and aq. 2M K3PO4 (0.4 mL). The reaction was heated at 85° C. for 2 h then cooled to RT and filtered. The filtrate was diluted with DCM (10 mL) and water (10 mL). The organic layer was dried over Na2SO4 and concentrated to a ... Starting materials: BrC1=C(C2=C(N(C(N(C2=O)CCCOC2OCCCC2)=O)C)S1)C(CC(C)C)O (6-bromo-5-(1-hydroxy-3-methylbutyl)-1-methyl-3-(3-((tetrahydro-2H-pyran-2-yl)oxy)propyl)thieno[2,3-d]pyrimidine-2,4(1H,3H)-dione), FC(OC=1C=C(C=CC1)B(O)O)(F)F ((3-(trifluoromethoxy)phenyl)boronic acid), [O-]P(=O)([O-])[O-].[K+].[K+].[K+] (K3PO4). As a reaction SMILES: Br[C:2]1[S:23][C:5]2[N:6]([CH3:22])[C:7](=[O:21])[N:8]([CH2:11][CH2:12][CH2:13][O:14][CH:15]3[CH2:20][CH2:19][CH2:18][CH2:17][O:16]3)[C:9](=[O:10])[C:4]=2[C:3]=1[CH:24]([OH:29])[CH2:25][CH:26]([CH3:28])[CH3:27].[F:30][C:31]([F:43])([F:42])[O:32][C:33]1[CH:34]=[C:35](B(O)O)[CH:36]=[CH:37][CH:38]=1.[O-]P([O-])([O-])=O.[K+].[K+].[K+]>O1CCOCC1.C1C=CC([P]([Pd]([P](C2C=CC=CC=2)(C2C=CC=CC=2)C2C=CC=CC=2)([P](C2C=CC=CC=2)(C2C=CC=CC=2)C2C=CC=CC=2)[P](C2C=CC=CC=2)(C2C=CC=CC=2)C2C=CC=CC=2)(C2C=CC=CC=2)C2C=CC=CC=2)=CC=1>[OH:29][CH:24]([C:3]1[C:4]2[C:9](=[O:10])[N:8]([CH2:11][CH2:12][CH2:13][O:14][CH:15]3[CH2:20][CH2:19][CH2:18][CH2:17][O:16]3)[C:7](=[O:21])[N:6]([CH3:22])[C:5]=2[S:23][C:2]=1[C:35]1[CH:36]=[CH:37][CH:38]=[C:33]([O:32][C:31]([F:30])([F:42])[F:43])[CH:34]=1)[CH2:25][CH:26]([CH3:28])[CH3:27] |f:2.3.4.5,^1:61,63,82,101|. Reactants: ( 3 ), ClC=1C=CC2=C(SC=C2)C1 (6-chlorobenzo[b]thiophene), BrC=1C=CC(=C(C=O)C1)Cl (5-bromo-2-chlorobenzaldehyde). The product is BrC=1C=CC(=C(C1)CC1=CC2=C(S1)C=C(C=C2)Cl)Cl (5-bromo-2-chloro-1-(6-chlorobenzo[b]thiophen-2-ylmethyl)benzene). RXN SMILES: [Cl:1][C:2]1[CH:3]=[CH:4][C:5]2[CH:9]=[CH:8][S:7][C:6]=2[CH:10]=1.[Br:11][C:12]1[CH:13]=[CH:14][C:15]([Cl:20])=[C:16]([CH:19]=1)[CH:17]=O>>[Br:11][C:12]1[CH:13]=[CH:14][C:15]([Cl:20])=[C:16]([CH2:17][C:8]2[S:7][C:6]3[CH:10]=[C:2]([Cl:1])[CH:3]=[CH:4][C:5]=3[CH:9]=2)[CH:19]=1. Procedure: A solution of the above 6-chlorobenzo[b]thiophen-2-ylcarboxylic acid (3.0 g) and copper powder (1.2 g) in quinoline (20 ml) was stirred at 210° C. for 40 minutes. The mixture was cooled to room temperature and diluted with diethyl ether, and insoluble materials were filtered off. The filtrate was washed successively with 10% aqueous hydrochloric acid solution and brine, and dried over magnesium sulfate. The solvent was evaporated under reduced pressure, and the residue was purified by silica gel... The reactants are NC=1C2=C(NN1)C(N(C2)C(=O)OC(C)(C)C)(C)C (tert-butyl 3-amino-6,6-dimethyl-4,6-dihydropyrrolo[3,4-c]pyrazole-5(1H)-carboxylate), C(C)(C)N(CC)C(C)C (diisopropyl ethylamine), C[Si](CCOCCl)(C)C (2-(trimethylsilyl)ethoxymethyl chloride). Conditions: temperature 0 celsius, time 2 hour. The product is NC=1C2=C(N(N1)COCC[Si](C)(C)C)C(N(C2)C(=O)OC(C)(C)C)(C)C (tert-butyl 3-amino-6,6-dimethyl-1-{[2-(trimethylsilyl)ethoxy]methyl}-4,6-dihydropyrrolo[3,4-c]pyrazole-5(1H)-carboxylate). Yield: 18.0%. As a reaction SMILES: [NH2:1][C:2]1[C:3]2[CH2:9][N:8]([C:10]([O:12][C:13]([CH3:16])([CH3:15])[CH3:14])=[O:11])[C:7]([CH3:18])([CH3:17])[C:4]=2[NH:5][N:6]=1.C(N(C(C)C)CC)(C)C.[CH3:28][Si:29]([CH3:36])([CH3:35])[CH2:30][CH2:31][O:32][CH2:33]Cl>>[NH2:1][C:2]1[C:3]2[CH2:9][N:8]([C:10]([O:12][C:13]([CH3:16])([CH3:15])[CH3:14])=[O:11])[C:7]([CH3:18])([CH3:17])[C:4]=2[N:5]([CH2:33][O:32][CH2:31][CH2:30][Si:29]([CH3:36])([CH3:35])[CH3:28])[N:6]=1. Procedure: To a suspension of tert-butyl 3-amino-6,6-dimethyl-4,6-dihydropyrrolo[3,4-c]pyrazole-5(1H)-carboxylate (8.5 g, 33.9 mmol) and diisopropyl ethylamine (18 mL, 3.0 equiv) in dichloromethene (200 mL) was added 2-(trimethylsilyl)ethoxymethyl chloride (6.0 mL, 1.0 equiv) dropwise at 0° C. under nitrogen. The mixture was been stirred at 0° C. under nitrogen for two hours then warmed to room temperature and stirred over night. The reaction mixture was concentrated and purified by column chromatography t... Starting materials: C(=O)(N1C=NC=C1)N1C=NC=C1 (carbonyldiimidazole), S1C(=CC(=C1)C(=O)O)C(=O)O (2,4-thiophene-dicarboxylic acid), C(C1=CC=2OCOC2C=C1)N (piperonylamine). Product: O1COC2=C1C=CC(=C2)CNC(=O)C=2SC=C(C2)C(=O)NCC2=CC1=C(OCO1)C=C2 (thiophene-2,4-dicarboxylic acid bis-[(1,3-benzodioxol-5-ylmethyl)-amide]). Isolated yield 91.2%. As a reaction SMILES: [C:1]([N:8]1[CH:12]=[CH:11]N=C1)(N1C=CN=C1)=[O:2].[S:13]1[CH:17]=[C:16](C(O)=O)[CH:15]=[C:14]1[C:21]([OH:23])=O.[CH2:24]([NH2:34])[C:25]1[CH:33]=[CH:32][C:31]2[O:30][CH2:29][O:28][C:27]=2[CH:26]=1>>[O:30]1[C:31]2[CH:32]=[CH:33][C:25]([CH2:24][NH:34][C:21]([C:14]3[S:13][CH:17]=[C:16]([C:1]([NH:8][CH2:12][C:11]4[CH:25]=[CH:26][C:27]5[O:28][CH2:29][O:30][C:31]=5[CH:32]=4)=[O:2])[CH:15]=3)=[O:23])=[CH:26][C:27]=2[O:28][CH2:29]1. Procedure: The title compound was prepared according to the procedure described for Example 2 using carbonyldiimidazole (1.2 g, 7.4 mmol), 2,4-thiophene-dicarboxylic acid (0.5 g, 3.0 mmol), and piperonylamine (1.05 g, 6.7 mmol) to afford 1.2 g of thiophene-2,4-dicarboxylic acid bis-[(1,3-benzodioxol-5-ylmethyl)-amide]. Recrystallization of a sample from ethanol gave product with a mp 174-175° C.